From a dataset of the Open Reaction Database (ORD), a public repository of structured organic reaction records. describe an organic reaction: reactants, conditions, products, and yield Starting materials: C1(=CC=CC=C1)P(C1=CC=CC=C1)C1=CC=CC=C1 (triphenylphosphine), C1(CCCC1)CC(C(=O)O)C1=CC(=C(C=C1)N1N=NN=C1C)C(F)(F)F (3-cyclopentyl-2-[4-(5-methyl-tetrazol-1-yl)-3-trifluoromethyl-phenyl]-propionic acid), NC1=NC=C(C=C1)Br (2-amino-5-bromopyridine), BrN1C(CCC1=O)=O (N-bromosuccinimide). The solvent is C(Cl)Cl (methylene chloride). Conditions: temperature 0 celsius, time 30 minute. The product is hexanes ethyl acetate, BrC=1C=CC(=NC1)NC(C(CC1CCCC1)C1=CC(=C(C=C1)N1N=NN=C1C)C(F)(F)F)=O (N-(5-bromo-pyridin-2-yl)-3-cyclopentyl-2-[4-(5-methyl-tetrazol-1-yl)-3-trifluoromethyl-phenyl]-propionamide). The yield is 43.0%. RXN SMILES: C1(P(C2C=CC=CC=2)C2C=CC=CC=2)C=CC=CC=1.BrN1C(=O)CCC1=O.[CH:28]1([CH2:33][CH:34]([C:38]2[CH:43]=[CH:42][C:41]([N:44]3[C:48]([CH3:49])=[N:47][N:46]=[N:45]3)=[C:40]([C:50]([F:53])([F:52])[F:51])[CH:39]=2)[C:35](O)=[O:36])[CH2:32][CH2:31][CH2:30][CH2:29]1.[NH2:54][C:55]1[CH:60]=[CH:59][C:58]([Br:61])=[CH:57][N:56]=1>C(Cl)Cl>[Br:61][C:58]1[CH:59]=[CH:60][C:55]([NH:54][C:35](=[O:36])[CH:34]([C:38]2[CH:43]=[CH:42][C:41]([N:44]3[C:48]([CH3:49])=[N:47][N:46]=[N:45]3)=[C:40]([C:50]([F:51])([F:53])[F:52])[CH:39]=2)[CH2:33][CH:28]2[CH2:29][CH2:30][CH2:31][CH2:32]2)=[N:56][CH:57]=1. Procedure details: A solution of triphenylphosphine (213 mg, 0.84 mmol) in methylene chloride (12 mL) was cooled to 0° C. and then treated with N-bromosuccinimide (144 mg, 0.84 mmol). The reaction mixture was stirred at 0° C. for 30 min and then treated with the 3-cyclopentyl-2-[4-(5-methyl-tetrazol-1-yl)-3-trifluoromethyl-phenyl]-propionic acid (prepared in Example 7, 150 mg, 0.4 mmol). The clear solution was stirred for 15 min at 0° C. and then allowed to warm to 25° C. where it was stirred for 2 h. The reaction... Isolated yield 154.2%. The reactants are P12(=S)SP3(=S)SP(=S)(S1)SP(=S)(S2)S3 (Phosphorus pentasulphide), [N+](=O)([O-])C=1C=CC2=C(C(NC3=C(S2)C=CC=C3)=O)C1 (2-Nitro-10,11-dihydrodibenzo[b,f][1,4]thiazepin-11-one), O (water). Yields the product [N+](=O)([O-])C=1C=CC2=C(C(NC3=C(S2)C=CC=C3)=S)C1 (2-Nitro-10,11-dihydrodibenzo[b,f][1,4]thiazepin-11-thione). Reaction SMILES: [N+:1]([C:4]1[CH:5]=[CH:6][C:7]2[S:13][C:12]3[CH:14]=[CH:15][CH:16]=[CH:17][C:11]=3[NH:10][C:9](=O)[C:8]=2[CH:19]=1)([O-:3])=[O:2].P12(SP3(SP(SP(S3)(S1)=S)(=S)S2)=S)=[S:21].O>C1(C)C=CC=CC=1>[N+:1]([C:4]1[CH:5]=[CH:6][C:7]2[S:13][C:12]3[CH:14]=[CH:15][CH:16]=[CH:17][C:11]=3[NH:10][C:9](=[S:21])[C:8]=2[CH:19]=1)([O-:3])=[O:2]. Reported procedure: 2-Nitro-10,11-dihydrodibenzo[b,f][1,4]thiazepin-11-one (0.27 g) was dissolved in toluene (20 ml). Phosphorus pentasulphide (0.22 g) was added to the solution and the whole was stirred under reflux for 4 hours, then cooled and left overnight. Addition of water (40 ml) and separation of the phases gave, after evaporation of the dried organic layer, a yellow solid which was purified by column chromatography on silica gel and recrystallisation from ethanol to give the product as yellow needles (0.22... Reaction conditions: time 8 hour. Solvent: C1(=CC=CC=C1)C (toluene). The reactants are Cl.ClC1=C(C=CC(=C1)Br)ON (O-(2-chloro-4-bromophenyl)hydroxylamine hydrochloride), O=C1CCN(CC1)C(=O)OC(C)(C)C (tert-butyl 4-oxopiperidine-1-carboxylate). Yields the product ClC1=CC(=CC2=C1OC1=C2CN(CC1)C(=O)OC(C)(C)C)Br (tert-butyl 6-chloro-8-bromo-3,4-dihydrobenzofuro[3,2-c]pyridine-2(1H)-carboxylate). Isolated yield 20.0%. RXN SMILES: Cl.[Cl:2][C:3]1[CH:8]=[C:7]([Br:9])[CH:6]=[CH:5][C:4]=1[O:10]N.O=[C:13]1[CH2:18][CH2:17][N:16]([C:19]([O:21][C:22]([CH3:25])([CH3:24])[CH3:23])=[O:20])[CH2:15][CH2:14]1>>[Cl:2][C:3]1[C:4]2[O:10][C:13]3[CH2:18][CH2:17][N:16]([C:19]([O:21][C:22]([CH3:25])([CH3:24])[CH3:23])=[O:20])[CH2:15][C:14]=3[C:5]=2[CH:6]=[C:7]([Br:9])[CH:8]=1 |f:0.1|. Procedure: The product of step A was reacted with tert-butyl 4-oxopiperidine-1-carboxylate then Boc protected following the procedure of Example 29, step B. Purification by flash column chromatography (SiO2, 95:5 hexanes/ethyl acetate) provided tert-butyl 6-chloro-8-bromo-3,4-dihydrobenzofuro[3,2-c]pyridine-2(1H)-carboxylate (3.9 g, 20%) as a pink solid: 1H NMR (CDCl3, 300 MHz) δ 7.44 (d, J=1.5 Hz, 1H), 7.38 (d, J=1.5 Hz, 1H), 4.50 (s, 2H), 3.88 (t, J=5.4 Hz, 2H), 2.89 (t, J=5.4 Hz, 2H), 1.49 (s, 9H).